This data is from the Open Reaction Database (ORD), a public repository of structured organic reaction records. The task is: describe an organic reaction: reactants, conditions, products, and yield The reactants are CN[C@@H]1CC[C@H](CC1)CO (trans-(4-Methylamino-cyclohexyl)-methanol), C1=CC(=CC=C1OC(=O)Cl)Cl (4-chlorophenylchloroformate), O (H2O). Run in C[Si](N[Si](C)(C)C)(C)C (hexamethyldisilazane). Procedure details: 4.60 g (32.14 mmol) of trans-(4-Methylamino-cyclohexyl)-methanol was suspended in 85 ml hexamethyldisilazane and refluxed for 5 h. The solution was evaporated under reduced pressure and dissolved in 50 ml THF. 6.14 g (32.14 mmol) of 4-chlorophenylchloroformate were added slowly at 0° C. and stirred for 16 h at room temperature. 30 ml H2O were added and after 1 h the solvents were evaporated. The residue was extracted with water/Et2O (3×), the organic phases were washed with 10% NaCl, dried over ... The product is ClC1=CC=C(C=C1)OC(N(C)[C@@H]1CC[C@H](CC1)CO)=O (trans-(4-Hydroxymethyl-cyclohexyl)-methyl-carbamic acid 4-chloro-phenyl ester). Reaction SMILES: [CH3:1][NH:2][C@H:3]1[CH2:8][CH2:7][C@H:6]([CH2:9][OH:10])[CH2:5][CH2:4]1.[CH:11]1[C:16]([O:17][C:18](Cl)=[O:19])=[CH:15][CH:14]=[C:13]([Cl:21])[CH:12]=1.O>C[Si](C)(C)N[Si](C)(C)C>[Cl:21][C:13]1[CH:14]=[CH:15][C:16]([O:17][C:18](=[O:19])[N:2]([C@H:3]2[CH2:8][CH2:7][C@H:6]([CH2:9][OH:10])[CH2:5][CH2:4]2)[CH3:1])=[CH:11][CH:12]=1. Run at time 16 hour. The reactants are C(C=C)N1CC(C(C1)C1=CSC=C1)CO (1-allyl-3-(SR)-hydroxymethyl-4-(RS)-(3-thienyl)pyrrolidine), solution, CC#N (CH3CN). Reagents/catalysts: C1=CC=C(C=C1)P(C2=CC=CC=C2)C3=CC=CC=C3.C1=CC=C(C=C1)P(C2=CC=CC=C2)C3=CC=CC=C3.C1=CC=C(C=C1)P(C2=CC=CC=C2)C3=CC=CC=C3.[Cl-].[Rh] (Wilkinson's catalyst). Solvent: O (water). Reaction conditions: temperature 90 celsius, time 3 hour. The product is OCC1CNCC1C1=CSC=C1 (3-(SR)-Hydroxymethyl-4-(RS)-(3-thienyl)pyrrolidine). Reaction SMILES: C([N:4]1[CH2:8][CH:7]([C:9]2[CH:13]=[CH:12][S:11][CH:10]=2)[CH:6]([CH2:14][OH:15])[CH2:5]1)C=C.CC#N>C1C=CC(P(C2C=CC=CC=2)C2C=CC=CC=2)=CC=1.C1C=CC(P(C2C=CC=CC=2)C2C=CC=CC=2)=CC=1.C1C=CC(P(C2C=CC=CC=2)C2C=CC=CC=2)=CC=1.[Cl-].[Rh].O>[OH:15][CH2:14][CH:6]1[CH:7]([C:9]2[CH:13]=[CH:12][S:11][CH:10]=2)[CH2:8][NH:4][CH2:5]1 |f:2.3.4.5.6|. Procedure: A mixture of 3.5 g (15.7 mmol) of 1-allyl-3-(SR)-hydroxymethyl-4-(RS)-(3-thienyl)pyrrolidine and 400 mg (0.43 mmol) of Wilkinson's catalyst [Rh(PPh3)3Cl] in 200 mL of an 85% solution of CH3CN and water was heated to 90° C. and stirred for 3 h. The reaction mixture was cooled to rt and concentrated to give the title compound which was used without further purification.